From a dataset of the Open Reaction Database (ORD), a public repository of structured organic reaction records. describe an organic reaction: reactants, conditions, products, and yield The reactants are CO, N, COC(=O)COc1ccc(C(=O)CN2CCN(c3ccncc3)CC2)cc1. Product: NC(=O)COc1ccc(C(=O)CN2CCN(c3ccncc3)CC2)cc1. RXN SMILES: [CH3:29][OH:30].[NH3:28].[n:1]1[cH:2][cH:3][c:4]([N:7]2[CH2:8][CH2:9][N:10]([CH2:13][C:14](=[O:15])[c:16]3[cH:17][cH:18][c:19]([O:20][CH2:21][C:22]([O:24][CH3:23])=[O:25])[cH:26][cH:27]3)[CH2:11][CH2:12]2)[cH:5][cH:6]1>>[n:1]1[cH:2][cH:3][c:4]([N:7]2[CH2:8][CH2:9][N:10]([CH2:13][C:14](=[O:15])[c:16]3[cH:17][cH:18][c:19]([O:20][CH2:21][C:22](=[O:24])[NH2:28])[cH:26][cH:27]3)[CH2:11][CH2:12]2)[cH:5][cH:6]1. The reactants are C(#N)C=1C=C(C=CC1)NC1=C(C(=C(C(=N1)OC=1C=C(C#N)C=CC1)F)C)F (3-[(6-(3-cyanophenyl)amino-3,5-difluoro-4-methylpyridin-2-yl)oxy]-benzonitrile), IC (iodomethane), [H-].[Na+] (sodium hydride), C(C)#N (acetonitrile). Run at time 18 hour. Product: N1=C(C=CC=C1OC=1C=C(C#N)C=CC1)OC1=CC=C(C#N)C=C1 (3,4′-[2,6-pyridinediylbis(oxy)]bis(benzonitrile)). As a reaction SMILES: C(C1C=C(N[C:10]2[N:15]=[C:14]([O:16][C:17]3[CH:18]=[C:19]([CH:22]=[CH:23][CH:24]=3)[C:20]#[N:21])[C:13](F)=[C:12](C)[C:11]=2F)C=CC=1)#N.IC.[H-].[Na+].[C:32](#[N:34])[CH3:33]>>[N:15]1[C:14]([O:16][C:17]2[CH:18]=[C:19]([CH:22]=[CH:23][CH:24]=2)[C:20]#[N:21])=[CH:13][CH:12]=[CH:11][C:10]=1[O:16][C:17]1[CH:18]=[CH:19][C:33]([C:32]#[N:34])=[CH:23][CH:24]=1 |f:2.3|. Procedure details: To 3-[(6-(3-cyanophenyl)amino-3,5-difluoro-4-methylpyridin-2-yl)oxy]-benzonitrile (0.10 g, 0.28 mmol) in acetonitrile (10 mL) was added iodomethane (0.20 g, 1.4 mmol) and sodium hydride (0.055 g, 1.4 mmol). After stirring for 18 hours the reaction was partitioned with water and ethyl acetate. The organic layer was separated, dried (Na2SO4), and the solvent was removed in vacuo. Chromatography of the residue on silica gel with ethyl acetate/hexane (1/3) as eluent gave 3-[(6-(3-cyanophenyl)-methyl... Yields the product O1C(COC2=C1C=CC=C2)CNC(=O)C2=CC=1C(=CN=C(C1)Cl)N2 (5-Chloro-1H-pyrrolo[2,3-c]pyridine-2-carboxylic acid (2,3-dihydrobenzo[1,4]dioxin-2-ylmethyl)amide). As a reaction SMILES: [Cl:1][C:2]1[CH:3]=[C:4]2[CH:10]=[C:9]([C:11]([OH:13])=O)[NH:8][C:5]2=[CH:6][N:7]=1.[O:14]1[C:19]2[CH:20]=[CH:21][CH:22]=[CH:23][C:18]=2[O:17][CH2:16][CH:15]1[CH2:24][NH2:25]>>[O:14]1[C:19]2[CH:20]=[CH:21][CH:22]=[CH:23][C:18]=2[O:17][CH2:16][CH:15]1[CH2:24][NH:25][C:11]([C:9]1[NH:8][C:5]2=[CH:6][N:7]=[C:2]([Cl:1])[CH:3]=[C:4]2[CH:10]=1)=[O:13]. Starting materials: ClC=1C=C2C(=CN1)NC(=C2)C(=O)O (5-chloro-1H-pyrrolo[2,3-c]pyridine-2-carboxylic acid), O1C(COC2=C1C=CC=C2)CN (2,3-dihydrobenzo[1,4]dioxin-2-ylmethylamine). Procedure details: The title compound was prepared as outlined in EXAMPLE 1 from 5-chloro-1H-pyrrolo[2,3-c]pyridine-2-carboxylic acid (Preparation 18) and 2,3-dihydrobenzo[1,4]dioxin-2-ylmethylamine. The product was purified by mass directed purification to give the title compound as a yellow solid. δH (CD3OD): 3.69–3.73 (2H, m), 3.97–4.03 (1H, m), 4.32–4.42 (2H, m), 6.77–6.88 (4H, m), 7.10 (1H, s), 7.67 (1H, s), 8.58 (1H, s); m/z (ES+)=344 [M+H]+. Conditions: time 20 minute. Reported procedure: To a stirred solution of 3-hexyl-6-isopropyl-6-(3-nitrophenyl)-3-azabicyclo[3.1.0]hexane-2,4-dione (Preparation 59, 0.57 g, 1.6 mmol) in tetrahydrofuran (6 ml), under nitrogen, was added borane tetrahydrofuran complex (1M in tetrahydrofuran, 3.0 ml, 3.0 mmol) and the reaction mixture was heated under reflux for 2 h. The reaction mixture was cooled to room temperature before the addition of further borane tetrahydrofuran complex (1M in tetrahydrofuiran, 3.0 ml, 3.0 mmol). After 20 min, the reacti... Solvent: O1CCCC1 (tetrahydrofuran). Starting materials: C(CCCCC)N1C(C2C(C2C1=O)(C1=CC(=CC=C1)[N+](=O)[O-])C(C)C)=O (3-hexyl-6-isopropyl-6-(3-nitrophenyl)-3-azabicyclo[3.1.0]hexane-2,4-dione), O1CCCC1.B (borane tetrahydrofuran), CO (methanol). As a reaction SMILES: [CH2:1]([N:7]1[C:12](=O)[CH:11]2[CH:9]([C:10]2([CH:23]([CH3:25])[CH3:24])[C:14]2[CH:19]=[CH:18][CH:17]=[C:16]([N+:20]([O-:22])=[O:21])[CH:15]=2)[C:8]1=O)[CH2:2][CH2:3][CH2:4][CH2:5][CH3:6].O1CCCC1.B.CO>O1CCCC1>[CH2:1]([N:7]1[CH2:12][CH:11]2[CH:9]([C:10]2([CH:23]([CH3:24])[CH3:25])[C:14]2[CH:19]=[CH:18][CH:17]=[C:16]([N+:20]([O-:22])=[O:21])[CH:15]=2)[CH2:8]1)[CH2:2][CH2:3][CH2:4][CH2:5][CH3:6] |f:1.2|. Product: C(CCCCC)N1CC2C(C2C1)(C1=CC(=CC=C1)[N+](=O)[O-])C(C)C (3-Hexyl-6-isopropyl-6-(3-nitrophenyl)-3-azabicyclo[3.1.0]hexane). Reactants: ClC=1C=C(C=C(C1)Cl)SC1=C(C(=C(N1CC1=CC=NC=C1)C)C(=O)O)C(C)C (5-(3,5-Dichlorophenylthio)-2-methyl-4-isopropyl-1-[(4-pyridyl)methyl]-1H-pyrrole-3-carboxylic acid), CCN=C=NCCCN(C)C (EDAC), C=1C=CC2=C(C1)N=NN2O (HOBt), Cl.COC1=C(CN)C(=CC(=C1)OC)OC (2,4,6-trimethoxybenzylamine hydrochloride), C(C)N1CCOCC1 (N-ethyl morpholine). Run in ClCCl (dichloromethane). Run at time 18 hour. The product is ClC=1C=C(C=C(C1)Cl)SC1=C(C=C(N1CC1=CC=NC=C1)C)C(C)C (5-(3,5-dichlorophenylthio)-4-isopropyl-2-methyl-1-[(4-pyridyl)methyl]-1H-pyrrole), 5-(3,5-dichlorophenylthio)-4-isopropyl-2-methyl-1-[(4-pyridyl)methyl]-1H-pyrrole 3-N-[(2,4,6-trimethoxy)benzyl]-carboxamide. Yield: 20.2%. As a reaction SMILES: [Cl:1][C:2]1[CH:3]=[C:4]([S:9][C:10]2[N:14]([CH2:15][C:16]3[CH:21]=[CH:20][N:19]=[CH:18][CH:17]=3)[C:13]([CH3:22])=[C:12](C(O)=O)[C:11]=2[CH:26]([CH3:28])[CH3:27])[CH:5]=[C:6]([Cl:8])[CH:7]=1.CCN=C=NCCCN(C)C.C1C=CC2N(O)N=NC=2C=1.Cl.COC1C=C(OC)C=C(OC)C=1CN.C(N1CCOCC1)C>ClCCl>[Cl:1][C:2]1[CH:3]=[C:4]([S:9][C:10]2[N:14]([CH2:15][C:16]3[CH:21]=[CH:20][N:19]=[CH:18][CH:17]=3)[C:13]([CH3:22])=[CH:12][C:11]=2[CH:26]([CH3:28])[CH3:27])[CH:5]=[C:6]([Cl:8])[CH:7]=1 |f:3.4|. Procedure: To a solution of 160 mg of 5-(3,5-Dichlorophenylthio)-2-methyl-4-isopropyl-1-[(4-pyridyl)methyl]-1H-pyrrole-3-carboxylic acid in 10 ml of dichloromethane were added 60 mg of EDAC, 40 mg of HOBt, 68 mg of 2,4,6-trimethoxybenzylamine hydrochloride and 0.11 ml of N-ethyl morpholine. The reaction mixture was stirred at room temperature for 18 h. The reaction was quenched with saturated sodium bicarbonate solution and extracted with ethyl acetate. The combined organic extracts were dried over anhydro... The solvent is C(Cl)Cl (DCM). The yield is 68.0%. The reactants are Cl(=O)(=O)(=O)O (perchloric acid), NC1=NC=CC=C1 (2-aminopyridine), CC(CC(C)(C)C)(C)[N+]#[C-] (1,1,3,3-tetramethyl-butylisonitrile), BrC1=CC=C(S1)C=O (5-bromothiophene-2-carbaldehyde). Reaction conditions: time 5 day. The product is BrC1=CC=C(S1)C=1N=C2N(C=CC=C2)C1NC(CC(C)(C)C)(C)C ([2-(5-bromothiophen-2-yl)-imidazo[1,2-a]pyridin-3-yl]-(1,1,3,3-tetramethyl-butyl)-amine). Procedure: 235 mg (2.5 mmol) of 2-aminopyridine were dissolved together with 0.42 ml (2.5 mmol) of 1,1,3,3-tetramethyl-butylisonitrile and 0.27 ml (2.5 mmol) of 5-bromothiophene-2-carbaldehyde in DCM (5 ml). After addition of perchloric acid (0.25 ml), the mixture was stirred at RT for 5 d. Washing was then performed with a sat. aq. sodium carbonate solution and a sat. aq. common salt solution. The organic phase was dried over magnesium sulfate, filtered and evaporated under a vacuum. After carrying out co... Reaction SMILES: [NH2:1][C:2]1[CH:7]=[CH:6][CH:5]=[CH:4][N:3]=1.[CH3:8][C:9]([N+:16]#[C-:17])([CH3:15])[CH2:10][C:11]([CH3:14])([CH3:13])[CH3:12].[Br:18][C:19]1[S:23][C:22]([CH:24]=O)=[CH:21][CH:20]=1.Cl(O)(=O)(=O)=O>C(Cl)Cl>[Br:18][C:19]1[S:23][C:22]([C:24]2[N:1]=[C:2]3[CH:7]=[CH:6][CH:5]=[CH:4][N:3]3[C:17]=2[NH:16][C:9]([CH3:15])([CH3:8])[CH2:10][C:11]([CH3:14])([CH3:13])[CH3:12])=[CH:21][CH:20]=1.